Dataset: the Open Reaction Database (ORD), a public repository of structured organic reaction records. Task: describe an organic reaction: reactants, conditions, products, and yield Starting materials: BrC1=C2C(NS(=O)(=O)C2=CC=C1)=O (4-bromosaccharin), 7773w, CC(C)([O-])C.[K+] (potassium t-butoxide), C1(=CC=CC=C1)SCCl (chloromethyl phenyl sulfide). Reagents/catalysts: [Br-].C(CCC)[N+](CCCC)(CCCC)CCCC (tetrabutylammonium bromide). The solvent is C(C)(=O)OCC (ethyl acetate), C1(=CC=CC=C1)C (toluene). Product: BrC1=C2C(N(S(=O)(=O)C2=CC=C1)CSC1=CC=CC=C1)=O (4-bromo-2-phenylthiomethylsaccharin). The yield is 83.7%. RXN SMILES: [Br:1][C:2]1[CH:12]=[CH:11][CH:10]=[C:9]2[C:3]=1[C:4](=[O:13])[NH:5][S:6]2(=[O:8])=[O:7].CC(C)([O-])C.[K+].[C:20]1([S:26][CH2:27]Cl)[CH:25]=[CH:24][CH:23]=[CH:22][CH:21]=1>[Br-].C([N+](CCCC)(CCCC)CCCC)CCC.C1(C)C=CC=CC=1.C(OCC)(=O)C>[Br:1][C:2]1[CH:12]=[CH:11][CH:10]=[C:9]2[C:3]=1[C:4](=[O:13])[N:5]([CH2:27][S:26][C:20]1[CH:25]=[CH:24][CH:23]=[CH:22][CH:21]=1)[S:6]2(=[O:8])=[O:7] |f:1.2,4.5|. Procedure details: A mixture of 3.27 g (0.012 mol) of 4-bromosaccharin [Japanese Pat. Publcn. 58/79,034, published May 12, 1983; C. A. 100, 7773w (1984)], 1.63 g (0.015 mol) of potassium t-butoxide, 0.39 g (0.0012 mol) of tetrabutylammonium bromide and 3.0 ml (0.022 mol) of chloromethyl phenyl sulfide in 100 ml of toluene was heated under reflux under a nitrogen atmosphere for eight hours and then at ambient temperature for about sixteen hours. The reaction mixture was then cooled, diluted with ethyl acetate and t... Reactants: C(=O)(O)CN1CC2=C(CC(C1=O)CC(=O)OC)C=CC(=C2)OCCCNC2=NC=CC=C2 (methyl (±)-2-(carboxymethyl)-3-oxo-8-[3-(pyridin-2-ylamino)-1-propyloxy]-2,3,4,5-tetrahydro-1H-2-benzazepine-4-acetate), N1=C(C=CC=C1)NCCCOC1=CC2=C(CC(C(NC2)=O)CC(=O)OCC)C=C1 (ethyl (±)-8-[3-(2-pyridylamino)-1-propyloxy]-3-oxo-2,3,4,5-tetrahydro-1H-2-benzazepine-4-acetate). Solvent: O (H2O). Yields the product C(=O)(O)CN1CC2=C(CC(C1=O)CC(=O)O)C=CC(=C2)OCCCNC2=NC=CC=C2 ((±)-2-(Carboxymethyl)-3-oxo-8-[3-(pyridin-2-ylamino)-1-propyloxy]-2,3,4,5-tetrahydro-1H-2-benzazepine-4-acetic acid). Isolated yield 56.0%. RXN SMILES: [C:1]([CH2:4][N:5]1[C:11](=[O:12])[CH:10]([CH2:13][C:14]([O:16]C)=[O:15])[CH2:9][C:8]2[CH:18]=[CH:19][C:20]([O:22][CH2:23][CH2:24][CH2:25][NH:26][C:27]3[CH:32]=[CH:31][CH:30]=[CH:29][N:28]=3)=[CH:21][C:7]=2[CH2:6]1)([OH:3])=[O:2].N1C=CC=CC=1NCCCOC1C=CC2CC(CC(OCC)=O)C(=O)NCC=2C=1>O>[C:1]([CH2:4][N:5]1[C:11](=[O:12])[CH:10]([CH2:13][C:14]([OH:16])=[O:15])[CH2:9][C:8]2[CH:18]=[CH:19][C:20]([O:22][CH2:23][CH2:24][CH2:25][NH:26][C:27]3[CH:32]=[CH:31][CH:30]=[CH:29][N:28]=3)=[CH:21][C:7]=2[CH2:6]1)([OH:3])=[O:2]. Reported procedure: According to the procedure of Example 1(c) except substituting methyl (±)-2-(carboxymethyl)-3-oxo-8-[3-(pyridin-2-ylamino)-1-propyloxy]-2,3,4,5-tetrahydro-1H-2-benzazepine-4-acetate for the ethyl (±)-8-[3-(2-pyridylamino)-1-propyloxy]-3-oxo-2,3,4,5-tetrahydro-1H-2-benzazepine-4-acetate, the title compound (0.30 g, 56%) was prepared: MS (ES) m/e 428.4 (M+H)+. Anal. Calcd for C22H25N3O6.2 H2O: C, 57.01; H, 6.31; N, 9.07; Found: C, 57.27; H, 6.24; N, 8.86.